describe an organic reaction: reactants, conditions, products, and yield From a dataset of the Open Reaction Database (ORD), a public repository of structured organic reaction records. Starting materials: C(C(C)(C)C)(=O)NC1=NC=C2C(N1)=NC=C2 (2-(pivaloylamino)-pyrrolo[2,3-d]pyrimidine), C(Cl)Cl (DCM). The reagents and catalysts are [Cl-].[Cl-].[Zn+2] (ZnCl2). Solvent: CCO (EtOH). Product: NC1=NC=C2C(N1)=NC=C2 (2-amino-pyrrolo[2,3-d]pyrimidine). Reaction SMILES: C([NH:7][C:8]1[NH:13][C:12]2=[N:14][CH:15]=[CH:16][C:11]2=[CH:10][N:9]=1)(=O)C(C)(C)C.C(Cl)Cl>CCO.[Cl-].[Cl-].[Zn+2]>[NH2:7][C:8]1[NH:13][C:12]2=[N:14][CH:15]=[CH:16][C:11]2=[CH:10][N:9]=1 |f:3.4.5|. Procedure: A suspension of 2-(pivaloylamino)-pyrrolo[2,3-d]pyrimidine and ZnCl2 (3-20 equiv.) in wet EtOH (5 vol % water) was heated to 80 AC, and monitored by HPLC. When the reaction reached completion, DCM was added, and the organic layer was washed with sat. aq. NaHCO3 and brine. Drying (Na2SO4) and concentration afforded the desired 2-amino-pyrrolo[2,3-d]pyrimidine.